This data is from the Open Reaction Database (ORD), a public repository of structured organic reaction records. The task is: describe an organic reaction: reactants, conditions, products, and yield The reactants are O.C1(=CC(O)=CC(C)=C1)O (orcinol monohydrate), COC1=C(C=CC=C1S(=O)(=O)Cl)C (2-methoxy-m-toluenesulfonyl chloride), C(=O)(O)[O-].[Na+] (NaHCO3). Run in C(C)OCC (diethyl ether). Run at time 3 day. The product is COC1=C(C=C(C=C1)C)S(=O)(=O)OC=1C=C(C=C(C1)C)O (3-(2-Methoxy-5-methylphenylsulfonyloxy)-5-methylphenol). RXN SMILES: O.[C:2]1([OH:10])[CH:9]=[C:7]([CH3:8])[CH:6]=[C:4]([OH:5])[CH:3]=1.[CH3:11][O:12][C:13]1[C:18]([S:19](Cl)(=[O:21])=[O:20])=[CH:17][CH:16]=[CH:15][C:14]=1C.[C:24]([O-])(O)=O.[Na+]>C(OCC)C>[CH3:11][O:12][C:13]1[CH:14]=[CH:15][C:16]([CH3:24])=[CH:17][C:18]=1[S:19]([O:5][C:4]1[CH:3]=[C:2]([OH:10])[CH:9]=[C:7]([CH3:8])[CH:6]=1)(=[O:20])=[O:21] |f:0.1,3.4|. Procedure details: To a solution of 1.00 g (8.05 mmol) of orcinol monohydrate and 1.63 g (7.38 mmol) of 2-methoxy-m-toluenesulfonyl chloride in 20 mL of diethyl ether was added 20 mL of saturated aqueous NaHCO3 and the biphasic mixture stirred vigorously at ambient temperature for 3 days. The layers were separated and the aqueous layer extracted with 2×30 mL of ethyl acetate. The combined organic layers were washed with 50 mL of brine, dried (Na2SO4) and concentrated to give 2.2 g of an orange syrup. Crystallizati... Reactants: CC1=CC=NC=C1C(=O)O (4-Methylnicotinic acid). Reagents/catalysts: [Pt]=O (platinum oxide). The solvent is C(C)(=O)O (acetic acid). The product is CC1C(CNCC1)C(=O)O (4-methylpiperidine-3-carboxylic acid). Isolated yield 114.9%. Reaction SMILES: [CH3:1][C:2]1[C:7]([C:8]([OH:10])=[O:9])=[CH:6][N:5]=[CH:4][CH:3]=1>C(O)(=O)C.[Pt]=O>[CH3:1][CH:2]1[CH2:3][CH2:4][NH:5][CH2:6][CH:7]1[C:8]([OH:10])=[O:9]. Procedure: 4-Methylnicotinic acid (5.0 g, 36.46 mmol) in acetic acid (40 mL) was added to a wet solution of platinum oxide (500 mg) under a nitrogen atmosphere. The suspension was hydrogenated under a hydrogen atmosphere (200 PSI) at room temperature for 18 h. The mixture was filtered through a pad of Celite under nitrogen and the filtrate was concentrated under reduced pressure to afford 4-methylpiperidine-3-carboxylic acid (6.0 g). The material was used without further purification. Starting materials: [N+](=O)([O-])CC=1C=NNC1 (4-(nitromethyl)-1H-pyrazole), O1CCCC=C1 (3,4-dihydro-2H-pyran), O.CC1=CC=C(C=C1)S(=O)(=O)O (4-methylbenzenesulfonic acid monohydrate), C(O)([O-])=O.[Na+] (sodium hydrogen carbonate). Run in C(C)(=O)OCC (ethyl acetate). Run at time 3 hour. The product is [N+](=O)([O-])CC=1C=NN(C1)C1OCCCC1 (4-(nitromethyl)-1-(tetrahydro-2H-pyran-2-yl)-1H-pyrazole). RXN SMILES: [N+:1]([CH2:4][C:5]1[CH:6]=[N:7][NH:8][CH:9]=1)([O-:3])=[O:2].[O:10]1[CH:15]=[CH:14][CH2:13][CH2:12][CH2:11]1.O.CC1C=CC(S(O)(=O)=O)=CC=1.C(=O)([O-])O.[Na+]>C(OCC)(=O)C>[N+:1]([CH2:4][C:5]1[CH:6]=[N:7][N:8]([CH:11]2[CH2:12][CH2:13][CH2:14][CH2:15][O:10]2)[CH:9]=1)([O-:3])=[O:2] |f:2.3,4.5|. Reported procedure: To a solution of 430 mg of 4-(nitromethyl)-1H-pyrazole in 4.3 ml of ethyl acetate were added 0.62 ml of 3,4-dihydro-2H-pyran and 129 mg of 4-methylbenzenesulfonic acid monohydrate, followed by stirring at room temperature for 3 hours. To the reaction mixture was added a saturated aqueous sodium hydrogen carbonate solution, followed by extraction with ethyl acetate. The organic layer was dried over anhydrous magnesium sulfate and the solvent was then evaporated under reduced pressure. The obtaine... The reactants are ON=C(N)C1=CN=C(S1)N1CC(CC1)OC1=C(C=CC=C1)C(F)(F)F (N′-hydroxy-2-{3-[2-(trifluoromethyl)phenoxy]pyrrolidin-1-yl}-1,3-thiazole-5-carboximidamide), C(C)(=O)OC(C)=O (acetic anhydride), Cl (HCl). Solvent: O (water), N1=CC=CC=C1 (pyridine). Conditions: temperature 100 celsius. The product is CC1=NC(=NO1)C1=CN=C(S1)N1CC(CC1)OC1=C(C=CC=C1)C(F)(F)F (5-Methyl-3-(2-{3-[2-(trifluoromethyl)phenoxy]pyrrolidin-1-yl}-1,3-thiazol-5-yl)-1,2,4-oxadiazole). Reaction SMILES: [OH:1][N:2]=[C:3]([C:5]1[S:9][C:8]([N:10]2[CH2:14][CH2:13][CH:12]([O:15][C:16]3[CH:21]=[CH:20][CH:19]=[CH:18][C:17]=3[C:22]([F:25])([F:24])[F:23])[CH2:11]2)=[N:7][CH:6]=1)[NH2:4].[C:26](OC(=O)C)(=O)[CH3:27].Cl>N1C=CC=CC=1.O>[CH3:26][C:27]1[O:1][N:2]=[C:3]([C:5]2[S:9][C:8]([N:10]3[CH2:14][CH2:13][CH:12]([O:15][C:16]4[CH:21]=[CH:20][CH:19]=[CH:18][C:17]=4[C:22]([F:25])([F:24])[F:23])[CH2:11]3)=[N:7][CH:6]=2)[N:4]=1. Reported procedure: To N′-hydroxy-2-{3-[2-(trifluoromethyl)phenoxy]pyrrolidin-1-yl}-1,3-thiazole-5-carboximidamide (190 mg, 0.51 mmol) in pyridine (1.5 mL) at rt was added acetic anhydride (48 μL, 0.51 mmol) and heated at 100° C. for 4 h. After cooling, the reaction mixture was diluted with water, acidified with 1 N HCl (20 mL) and extracted with EtOAc. The EtOAc layer was washed with diluted brine, dried (Na2SO4) and concentrated. Combi-Flash chromatography (10 g, 50-100% EtOAc in hexanes in 20 min, 20 mL/min, 15 ... The reactants are C1(CCC1)N1CCN(CC1)C=1C(=CC(=C2C=CC=NC12)F)C(C)=O (1-[8-(4-cyclobutylpiperazin-1-yl)-5-fluoroquinolin-7-yl]ethanone), C(C)(=O)[O-].[NH4+] (ammonium acetate), C(#N)[BH3-].[Na+] (sodium cyanoborohydride). Run in CO (methanol), C(C)#N (acetonitrile). Reaction conditions: temperature 65 celsius. The product is C1(CCC1)N1CCN(CC1)C=1C(=CC(=C2C=CC=NC12)F)C(C)N (1-[8-(4-Cyclobutylpiperazin-1-yl)-5-fluoroquinolin-7-yl]ethanamine). Reaction SMILES: [CH:1]1([N:5]2[CH2:10][CH2:9][N:8]([C:11]3[C:12]([C:22](=O)[CH3:23])=[CH:13][C:14]([F:21])=[C:15]4[C:20]=3[N:19]=[CH:18][CH:17]=[CH:16]4)[CH2:7][CH2:6]2)[CH2:4][CH2:3][CH2:2]1.C([O-])(=O)C.[NH4+].C([BH3-])#[N:31].[Na+]>CO.C(#N)C>[CH:1]1([N:5]2[CH2:10][CH2:9][N:8]([C:11]3[C:12]([CH:22]([NH2:31])[CH3:23])=[CH:13][C:14]([F:21])=[C:15]4[C:20]=3[N:19]=[CH:18][CH:17]=[CH:16]4)[CH2:7][CH2:6]2)[CH2:4][CH2:3][CH2:2]1 |f:1.2,3.4|. Procedure: A mixture of 1-[8-(4-cyclobutylpiperazin-1-yl)-5-fluoroquinolin-7-yl]ethanone (16 mg, 0.049 mmol) and ammonium acetate (37.7 mg, 0.489 mmol) in methanol (0.27 mL) and acetonitrile (0.28 mL) was heated at 65° C. in a sealed tube for 30 minutes. After cooling to room temperature, sodium cyanoborohydride (6 mg, 0.01 mmol) was added. The reaction was heated at 65° C. for another 4 hours, then cooled to room temperature and quenched with sat. sodium bicarbonate, extracted with dichloromethane. The co...